Dataset: the Open Reaction Database (ORD), a public repository of structured organic reaction records. Task: describe an organic reaction: reactants, conditions, products, and yield Reaction SMILES: [CH2:1]([CH3:2])[O:3][C:4]([CH2:5][O:6][c:7]1[cH:8][cH:9][c:10]2[c:11]([cH:32]1)[CH2:12][CH:13]([N:17]([C:18](=[O:19])[O:20][C:21]([CH3:22])([CH3:23])[CH3:24])[CH2:25][c:26]1[cH:27][cH:28][cH:29][cH:30][cH:31]1)[CH2:14][CH2:15][CH2:16]2)=[O:33].[CH3:34][CH2:35][OH:36].[Na+:38].[OH-:37]>>[O:3]=[C:4]([CH2:5][O:6][c:7]1[cH:8][cH:9][c:10]2[c:11]([cH:32]1)[CH2:12][CH:13]([N:17]([C:18](=[O:19])[O:20][C:21]([CH3:22])([CH3:23])[CH3:24])[CH2:25][c:26]1[cH:27][cH:28][cH:29][cH:30][cH:31]1)[CH2:14][CH2:15][CH2:16]2)[OH:33]. The reactants are CCOC(=O)COc1ccc2c(c1)CC(N(Cc1ccccc1)C(=O)OC(C)(C)C)CCC2, CCO, [Na+], [OH-]. Yields the product CC(C)(C)OC(=O)N(Cc1ccccc1)C1CCCc2ccc(OCC(=O)O)cc2C1.